Dataset: the Open Reaction Database (ORD), a public repository of structured organic reaction records. Task: describe an organic reaction: reactants, conditions, products, and yield Starting materials: COc1cc2nccc(Oc3ccc(N)cc3)c2cc1OC, Cc1ccccc1, O=C=Nc1ccccc1F. Product: COc1cc2nccc(Oc3ccc(NC(=O)Nc4ccccc4F)cc3)c2cc1OC. RXN SMILES: [CH3:1][O:2][c:3]1[cH:4][c:5]2[c:6]([O:15][c:16]3[cH:17][cH:18][c:19]([NH2:22])[cH:20][cH:21]3)[cH:7][cH:8][n:9][c:10]2[cH:11][c:12]1[O:13][CH3:14].[CH3:33][c:34]1[cH:35][cH:36][cH:37][cH:38][cH:39]1.[F:23][c:24]1[c:25]([N:30]=[C:31]=[O:32])[cH:26][cH:27][cH:28][cH:29]1>>[CH3:1][O:2][c:3]1[cH:4][c:5]2[c:6]([O:15][c:16]3[cH:17][cH:18][c:19]([NH:22][C:31]([NH:30][c:25]4[c:24]([F:23])[cH:29][cH:28][cH:27][cH:26]4)=[O:32])[cH:20][cH:21]3)[cH:7][cH:8][n:9][c:10]2[cH:11][c:12]1[O:13][CH3:14]. Starting materials: ClC=1C=CC(=C(C1)CC(=O)O)NC(=O)N (2-(5-chloro-2-ureidophenyl)acetic acid), FC(C(=O)OC(C(F)(F)F)=O)(F)F (trifluoroacetic anhydride). The solvent is FC(C(=O)O)(F)F (trifluoroacetic acid). Product: ClC=1C=C2CC(N(C2=CC1)C(=O)N)=O (5-Chloro-2-oxindole-1-carboxamide). The yield is 1.8%. As a reaction SMILES: [Cl:1][C:2]1[CH:3]=[CH:4][C:5]([NH:12][C:13]([NH2:15])=[O:14])=[C:6]([CH2:8][C:9](O)=[O:10])[CH:7]=1.FC(F)(F)C(OC(=O)C(F)(F)F)=O>FC(F)(F)C(O)=O>[Cl:1][C:2]1[CH:7]=[C:6]2[C:5](=[CH:4][CH:3]=1)[N:12]([C:13]([NH2:15])=[O:14])[C:9](=[O:10])[CH2:8]2. Reported procedure: Cyclization of 4.78 g (0.021 mole) of 2-(5-chloro-2-ureidophenyl)acetic acid with 8.0 g (0.063 mole) of trifluoroacetic anhydride in 75 ml of trifluoroacetic acid, according to the method of Example 13, followed by recrystallization of the crude product from acetonitrile, gave 80 mg of the title compound, m.p. 211° C. (dec.). Reactants: C(C=C)NC=1C=C(C=CC1)CC(=O)O (3-(allylamino)phenylacetic acid), [OH-].[Na+] (sodium hydroxide). Run in O.C(C)O (ethanol water). Yields the product C(C=C)NC=1C=C(C=CC1)CC(=O)[O-].[Na+] (sodium 3-(allylamino)phenylacetate). As a reaction SMILES: [CH2:1]([NH:4][C:5]1[CH:6]=[C:7]([CH2:11][C:12]([OH:14])=[O:13])[CH:8]=[CH:9][CH:10]=1)[CH:2]=[CH2:3].[OH-].[Na+:16]>O.C(O)C>[CH2:1]([NH:4][C:5]1[CH:6]=[C:7]([CH2:11][C:12]([O-:14])=[O:13])[CH:8]=[CH:9][CH:10]=1)[CH:2]=[CH2:3].[Na+:16] |f:1.2,3.4,5.6|. Procedure: A mixture of 3.62 g. of 3-(allylamino)phenylacetic acid and 25 ml. of ethanol water (9:1) containing 0.400 g. of sodium hydroxide is stirred for 4 hours. The mixture is filtered and the residue washed with 10 ml. of ethanol-water (9:1) and dried in vacuo for 24 hours to yield sodium 3-(allylamino)phenylacetate as a white solid. The reactants are C(C)O (ethanol), C(C1=CC=CC=C1)OC1=CC=C(CCS(=O)(=O)[O-])C=C1.[Na+] (sodium 4-benzyloxyphenethyl sulfonate), CN(C=O)C (dimethylformamide), S(=O)(Cl)Cl (thionyl chloride). The solvent is N1=CC=CC=C1 (pyridine), C(C)(=O)OCC (ethyl acetate), Cl (hydrochloric acid), C1(=CC=CC=C1)C (toluene). Conditions: temperature 90 celsius, time 5 hour. Product: C(C1=CC=CC=C1)OC1=CC=C(CCS(=O)(=O)OCC)C=C1 (ethyl 4-benzyloxyphenethyl sulfonate). As a reaction SMILES: [CH2:1]([O:8][C:9]1[CH:20]=[CH:19][C:12]([CH2:13][CH2:14][S:15]([O-:18])(=[O:17])=[O:16])=[CH:11][CH:10]=1)[C:2]1[CH:7]=[CH:6][CH:5]=[CH:4][CH:3]=1.[Na+].CN(C)C=O.S(Cl)(Cl)=O.[CH2:31](O)[CH3:32]>C1(C)C=CC=CC=1.C(OCC)(=O)C.Cl.N1C=CC=CC=1>[CH2:1]([O:8][C:9]1[CH:20]=[CH:19][C:12]([CH2:13][CH2:14][S:15]([O:18][CH2:31][CH3:32])(=[O:16])=[O:17])=[CH:11][CH:10]=1)[C:2]1[CH:3]=[CH:4][CH:5]=[CH:6][CH:7]=1 |f:0.1|. Reported procedure: To a solution of sodium 4-benzyloxyphenethyl sulfonate (4.84 g) and dimethylformamide (0.5 ml) in toluene (40 ml) is added dropwise thionyl chloride (1.35 ml) and the mixture heated at 90° C. for about 5 hours. The mixture is cooled to room temperature and is added portionwise to a solution of absolute ethanol (30 ml) and pyridine (15 ml) at -20° C. The mixture is stirred for 5 hours while being allowed to warm to 0° C. The mixture is diluted with ethyl acetate and 10% aqueous hydrochloric acid.... Yields the product NCC=1C=CC(=NC1)OCC(CNC(C)C)O (5-Aminomethyl-2-(3'-isopropylamino-2'-hydroxy-propoxy)-pyridine). Reported procedure: 12.5 g of 2-(3'-isopropylamino-2'-hydroxy-propoxy)-5-cyano-pyridine are dissolved in 100 ml of methanol. 5-7 g of ammonia are added to the solution and after adding 3 g of Raney nickel hydrogenation is carried out at 70°-80° C. and 40 bars initial pressure of hydrogen, until the absorption of hydrogen ceases. The catalyst is filtered off, the solution is evaporated and the residue is distilled in a bulb tube at 140° C./0.01 mm Hg. 5-Aminomethyl-2-(3'-isopropylamino-2'-hydroxy-propoxy)-pyridine i... RXN SMILES: [CH:1]([NH:4][CH2:5][CH:6]([OH:17])[CH2:7][O:8][C:9]1[CH:14]=[CH:13][C:12]([C:15]#[N:16])=[CH:11][N:10]=1)([CH3:3])[CH3:2].N>CO.[Ni]>[NH2:16][CH2:15][C:12]1[CH:13]=[CH:14][C:9]([O:8][CH2:7][CH:6]([OH:17])[CH2:5][NH:4][CH:1]([CH3:2])[CH3:3])=[N:10][CH:11]=1. Reactants: C(C)(C)NCC(COC1=NC=C(C=C1)C#N)O (2-(3'-isopropylamino-2'-hydroxy-propoxy)-5-cyano-pyridine), N (ammonia). The reagents and catalysts are [Ni] (Raney nickel). The solvent is CO (methanol). Reactants: C(C1=CC=CC=C1)OC1=CC=C(C=C1)CCCCN1C(=NC=C1)CCO (2-(1-{4-[4-(benzyloxy)phenyl]butyl}-1H-imidazol-2-yl)-1-ethanol). Reagents/catalysts: [C].[Pd] (palladium carbon). Product: OCCC=1N(C=CN1)CCCCC1=CC=C(C=C1)O (4-{4-[2-(2-hydroxyethyl)-1H-imidazol-1-yl]butyl}phenol). Isolated yield 66.9%. Reaction SMILES: C([O:8][C:9]1[CH:14]=[CH:13][C:12]([CH2:15][CH2:16][CH2:17][CH2:18][N:19]2[CH:23]=[CH:22][N:21]=[C:20]2[CH2:24][CH2:25][OH:26])=[CH:11][CH:10]=1)C1C=CC=CC=1>[C].[Pd]>[OH:26][CH2:25][CH2:24][C:20]1[N:19]([CH2:18][CH2:17][CH2:16][CH2:15][C:12]2[CH:11]=[CH:10][C:9]([OH:8])=[CH:14][CH:13]=2)[CH:23]=[CH:22][N:21]=1 |f:1.2|. Reported procedure: Using 2-(1-{4-[4-(benzyloxy)phenyl]butyl}-1H-imidazol-2-yl)-1-ethanol (10.67 g) and 10% palladium carbon (1.6 g), the same reaction as Reference Example 11-(v) was carried out to yield the titled compound (5.3 g). The reactants are c1ccc(CC2CCNCC2)cc1, CCN=C=NCCCN(C)C, CN(C)C=O, Cl, On1nnc2ccccc21, O=C(O)c1cccc(Nc2ncnc3cc[nH]c23)c1. The product is O=C(c1cccc(Nc2ncnc3cc[nH]c23)c1)N1CCC(Cc2ccccc2)CC1. As a reaction SMILES: [CH2:20]([c:21]1[cH:22][cH:23][cH:24][cH:25][cH:26]1)[CH:27]1[CH2:28][CH2:29][NH:30][CH2:31][CH2:32]1.[CH3:34][N:35]([CH3:36])[CH2:37][CH2:38][CH2:39][N:40]=[C:41]=[N:42][CH2:43][CH3:44].[CH3:55][N:56]([CH3:57])[CH:58]=[O:59].[ClH:33].[OH:45][n:46]1[c:47]2[cH:48][cH:49][cH:50][cH:51][c:52]2[n:53][n:54]1.[n:1]1[cH:2][n:3][c:4]([NH:10][c:11]2[cH:12][c:13]([C:14](=[O:15])[OH:16])[cH:17][cH:18][cH:19]2)[c:5]2[c:6]1[cH:7][cH:8][nH:9]2>>[n:1]1[cH:2][n:3][c:4]([NH:10][c:11]2[cH:12][c:13]([C:14](=[O:16])[N:30]3[CH2:29][CH2:28][CH:27]([CH2:20][c:21]4[cH:22][cH:23][cH:24][cH:25][cH:26]4)[CH2:32][CH2:31]3)[cH:17][cH:18][cH:19]2)[c:5]2[c:6]1[cH:7][cH:8][nH:9]2.